From a dataset of the Open Reaction Database (ORD), a public repository of structured organic reaction records. describe an organic reaction: reactants, conditions, products, and yield Starting materials: CCOC(CNC(=O)c1cc(C)c(OCc2ccccc2)c(CC)c1)(OCC)c1cc(C)nc(CC(C)C)c1, CC(C)=O, Cl. Product: CCc1cc(C(=O)NCC(=O)c2cc(C)nc(CC(C)C)c2)cc(C)c1OCc1ccccc1. As a reaction SMILES: [CH2:1]([c:2]1[cH:3][cH:4][cH:5][cH:6][cH:7]1)[O:8][c:9]1[c:10]([CH2:38][CH3:39])[cH:11][c:12]([C:13](=[O:14])[NH:15][CH2:16][C:17]([c:18]2[cH:19][c:20]([CH2:25][CH:26]([CH3:27])[CH3:28])[n:21][c:22]([CH3:24])[cH:23]2)([O:29][CH2:33][CH3:34])[O:30][CH2:31][CH3:32])[cH:35][c:36]1[CH3:37].[CH3:40][C:41](=[O:42])[CH3:43].[ClH:44]>>[CH2:1]([c:2]1[cH:3][cH:4][cH:5][cH:6][cH:7]1)[O:8][c:9]1[c:10]([CH2:38][CH3:39])[cH:11][c:12]([C:13](=[O:14])[NH:15][CH2:16][C:17]([c:18]2[cH:19][c:20]([CH2:25][CH:26]([CH3:27])[CH3:28])[n:21][c:22]([CH3:24])[cH:23]2)=[O:29])[cH:35][c:36]1[CH3:37].